Dataset: the Open Reaction Database (ORD), a public repository of structured organic reaction records. Task: describe an organic reaction: reactants, conditions, products, and yield The reactants are C(C=C)C1=C(C=CC(=C1)C(=O)OC)C#CC1(CN2CCC1CC2)O (3-[2-(2-allyl-4-methoxycarbonylphenyl)ethynyl]quinuclidin-3-ol), [C-]#N.[Na+] (sodium cyanide), CN(CCO)C (N,N-dimethylethanolamine). Conditions: temperature 90 celsius. The product is C(C=C)C1=C(C=CC(=C1)C(=O)OCCN(C)C)C#CC1(CN2CCC1CC2)O (3-[2-(2-allyl-4-(2-(N,N-dimethylamino)ethoxycarbonyl)phenyl)ethynyl]quinuclidin-3-ol). As a reaction SMILES: [CH2:1]([C:4]1[CH:9]=[C:8]([C:10]([O:12][CH3:13])=[O:11])[CH:7]=[CH:6][C:5]=1[C:14]#[C:15][C:16]1([OH:24])[CH:21]2[CH2:22][CH2:23][N:18]([CH2:19][CH2:20]2)[CH2:17]1)[CH:2]=[CH2:3].[C-]#N.[Na+].[CH3:28][N:29]([CH3:33])[CH2:30]CO>>[CH2:1]([C:4]1[CH:9]=[C:8]([C:10]([O:12][CH2:13][CH2:28][N:29]([CH3:33])[CH3:30])=[O:11])[CH:7]=[CH:6][C:5]=1[C:14]#[C:15][C:16]1([OH:24])[CH:21]2[CH2:20][CH2:19][N:18]([CH2:23][CH2:22]2)[CH2:17]1)[CH:2]=[CH2:3] |f:1.2|. Procedure details: A mixture of 3-[2-(2-allyl-4-methoxycarbonylphenyl)ethynyl]quinuclidin-3-ol (0.64 g), sodium cyanide (50 mg) and N,N-dimethylethanolamine (10 ml) was heated at 90° C. for 24 hours. The mixture was evaporated to give an oil which was partitioned between ethyl acetate and water. The organic phase was separated, washed with brine, dried (MgSO4) and evaporated. The residue was purified by flash column chromatography on silica gel using 10% methanol in dichloromethane containing 1% ammonia (density 0...